From a dataset of the Open Reaction Database (ORD), a public repository of structured organic reaction records. describe an organic reaction: reactants, conditions, products, and yield Starting materials: Cn1nnc(-c2ccc(CBr)cc2)n1, CS(C)=O, OC(c1ccc(OC(F)(F)F)cc1)(c1ccc(OC(F)(F)F)cc1)C1CCNCC1. Product: Cn1nnc(-c2ccc(CN3CCC(C(O)(c4ccc(OC(F)(F)F)cc4)c4ccc(OC(F)(F)F)cc4)CC3)cc2)n1. Reaction SMILES: [CH3:1][n:2]1[n:3][c:4](-[c:7]2[cH:8][cH:9][c:10]([CH2:13][Br:14])[cH:11][cH:12]2)[n:5][n:6]1.[CH3:45][S:46](=[O:47])[CH3:48].[F:15][C:16]([O:17][c:18]1[cH:19][cH:20][c:21]([C:24]([CH:25]2[CH2:26][CH2:27][NH:28][CH2:29][CH2:30]2)([OH:31])[c:32]2[cH:33][cH:34][c:35]([O:38][C:39]([F:40])([F:41])[F:42])[cH:36][cH:37]2)[cH:22][cH:23]1)([F:43])[F:44]>>[CH3:1][n:2]1[n:3][c:4](-[c:7]2[cH:8][cH:9][c:10]([CH2:13][N:28]3[CH2:27][CH2:26][CH:25]([C:24]([c:21]4[cH:20][cH:19][c:18]([O:17][C:16]([F:15])([F:43])[F:44])[cH:23][cH:22]4)([OH:31])[c:32]4[cH:33][cH:34][c:35]([O:38][C:39]([F:40])([F:41])[F:42])[cH:36][cH:37]4)[CH2:30][CH2:29]3)[cH:11][cH:12]2)[n:5][n:6]1.